From a dataset of the Open Reaction Database (ORD), a public repository of structured organic reaction records. describe an organic reaction: reactants, conditions, products, and yield Starting materials: [H-].[Al+3].[Li+].[H-].[H-].[H-] (lithium aluminium hydride), O=C1OC(=C(N1CC#C)C(F)(F)F)C(=O)OCC (Ethyl 2,3-dihydro-2-oxo-3-(2-propynyl)-4-trifluoromethyl-oxazol-5-carboxylate), [Na] (sodium), [K] (potassium). Solvent: C(C)OCC (ethyl ether). Conditions: time 16 hour. Product: OCC1=C(N(C(O1)=O)CC#C)C(F)(F)F (5-hydroxymethyl-3-(2-propynyl)-4-trifluoromethyl-2(3H)-oxazolone). The yield is 31.7%. RXN SMILES: [H-].[Al+3].[Li+].[H-].[H-].[H-].[O:7]=[C:8]1[N:12]([CH2:13][C:14]#[CH:15])[C:11]([C:16]([F:19])([F:18])[F:17])=[C:10]([C:20](OCC)=[O:21])[O:9]1.[Na].[K]>C(OCC)C>[OH:21][CH2:20][C:10]1[O:9][C:8](=[O:7])[N:12]([CH2:13][C:14]#[CH:15])[C:11]=1[C:16]([F:18])([F:19])[F:17] |f:0.1.2.3.4.5,^1:24,25|. Procedure: 520 mg of lithium aluminium hydride were introduced at -30° C. to a solution of 3.6 g of the product of Step A in 7.5 ml of ethyl ether and the mixture was poured into a solution of sodium and potassium double tartrate. The mixture was stirred for 16 hours and after decanting and extracting with ethyl acetate, the extracts were dried, filtered and concentrated. The residue was chromatographed on silica and eluted with a hexane-ethyl acetate mixture (7-3) to obtain 0.96 g of the expected product ... The reactants are C(#C)C1(OC2=C(CC1)C(=C(C(=C2C)C)O)C)C (rac-3,4-Dihydro-2-ethynyl-2,5,7,8-tetramethyl-2H-1-benzopyran-6-ol), BrC=1SC(=CC1)CCCC (2-bromo-5-butylthiophene). Product: C(CCC)C1=CC=C(S1)C#CC1(OC2=C(CC1)C(=C(C(=C2C)C)O)C)C (rac-2-[(5-Butyl-2-thienyl)ethynyl]-3,4-dihydro-2,5,7,8-tetramethyl-2H-1-benzopyran-6-ol). As a reaction SMILES: [C:1]([C:3]1([CH3:17])[CH2:8][CH2:7][C:6]2[C:9]([CH3:16])=[C:10]([OH:15])[C:11]([CH3:14])=[C:12]([CH3:13])[C:5]=2[O:4]1)#[CH:2].Br[C:19]1[S:20][C:21]([CH2:24][CH2:25][CH2:26][CH3:27])=[CH:22][CH:23]=1>>[CH2:24]([C:21]1[S:20][C:19]([C:2]#[C:1][C:3]2([CH3:17])[CH2:8][CH2:7][C:6]3[C:9]([CH3:16])=[C:10]([OH:15])[C:11]([CH3:14])=[C:12]([CH3:13])[C:5]=3[O:4]2)=[CH:23][CH:22]=1)[CH2:25][CH2:26][CH3:27]. Procedure: rac-3,4-Dihydro-2-ethynyl-2,5,7,8-tetramethyl-2H-1-benzopyran-6-ol, 2,3 g (10 mmol) was reacted with 2.4 g (11 mmol) of 2-bromo-5-butylthiophene under the conditions described in Example 15. Chromatography of the crude product over 100 g of silica gel and crystallization from petroleum ether yielded colorless crystals with m.p. 80°-82°. The reactants are C(N)(=O)C1=NC2=CC=C(C=C2C(=C1)NCC(=O)OC(C)(C)C)C(F)(F)F (tert-butyl 2-((2-carbamoyl-6-(trifluoromethyl)quinolin-4-yl)amino)acetate), C1(=CC=CC=C1)SC (thioanisole), FC(C(=O)O)(F)F (trifluoroacetic acid). Solvent: CCOCC (Et2O), C(Cl)Cl (DCM). Run at time 10 minute. The product is C(N)(=O)C1=NC2=CC=C(C=C2C(=C1)NCC(=O)O)C(F)(F)F (2-((2-carbamoyl-6-(trifluoromethyl)quinolin-4-yl)amino)acetic acid). As a reaction SMILES: [C:1]([C:4]1[CH:13]=[C:12]([NH:14][CH2:15][C:16]([O:18]C(C)(C)C)=[O:17])[C:11]2[C:6](=[CH:7][CH:8]=[C:9]([C:23]([F:26])([F:25])[F:24])[CH:10]=2)[N:5]=1)(=[O:3])[NH2:2].C1(SC)C=CC=CC=1.FC(F)(F)C(O)=O>C(Cl)Cl.CCOCC>[C:1]([C:4]1[CH:13]=[C:12]([NH:14][CH2:15][C:16]([OH:18])=[O:17])[C:11]2[C:6](=[CH:7][CH:8]=[C:9]([C:23]([F:24])([F:25])[F:26])[CH:10]=2)[N:5]=1)(=[O:3])[NH2:2]. Procedure details: A solution of tert-butyl 2-((2-carbamoyl-6-(trifluoromethyl)quinolin-4-yl)amino)acetate (200 mg, 0.54 mmol) above step B, in DCM (5 mL) was treated with thioanisole (0.05 mL) and stirred for 10 min and then treated with trifluoroacetic acid (5 mL) dropwise. The resulting opaque solution was stirred for 2.5 h at room temperature and diluted with Et2O (200 mL). Precipitate was formed. The solid was dried under high vacuum to give the title compound. Reactants: ClC=1C=C2C(C3=C(C(C2=CC1)=O)OCCO3)=O (6-chloro-2,3-ethylenedioxy-1,4-naphthoquinone), O1CCCC1 (tetrahydrofuran), C(C)(=O)OC(C)=O (acetic anhydride), N1=CC=CC=C1 (pyridine), O1CCCC1 (tetrahydrofuran). Reagents/catalysts: [Pd] (palladium-on-carbon), CN(C1=CC=NC=C1)C (4-dimethylaminopyridine). Run at time 1 hour. Product: ClC=1C=C2C(=C3C(=C(C2=CC1)OC(C)=O)OCCO3)OC(C)=O (6-chloro-2,3-ethylenedioxy-1,4-diacetyloxynaphthlene). RXN SMILES: [Cl:1][C:2]1[CH:3]=[C:4]2[C:9](=[CH:10][CH:11]=1)[C:8](=[O:12])[C:7]1[O:13][CH2:14][CH2:15][O:16][C:6]=1[C:5]2=[O:17].[C:18](OC(=O)C)(=[O:20])[CH3:19].N1C=CC=CC=1.[O:31]1CC[CH2:33][CH2:32]1>CN(C)C1C=CN=CC=1.[Pd]>[Cl:1][C:2]1[CH:3]=[C:4]2[C:9](=[CH:10][CH:11]=1)[C:8]([O:12][C:18](=[O:20])[CH3:19])=[C:7]1[O:13][CH2:14][CH2:15][O:16][C:6]1=[C:5]2[O:17][C:32](=[O:31])[CH3:33]. Reported procedure: A supension of 6-chloro-2,3-ethylenedioxy-1,4-naphthoquinone (2 g) in tetrahydrofuran was hydrogenated at 1 atm over 10% palladium-on-carbon (0.5 g). When the solution was colorless, a solution of acetic anhydride (4 g), pyridine (3.16 g) and 4-dimethylaminopyridine (0.2 g) in tetrahydrofuran (25 mL) was added. After 1 hour, the solution was filtered and evaporated, and the resdiue was dissolved in dichloromethane. The organic layer was washed with 1 M hydrcholoric acid and brine and then dried.... Starting materials: Oc1ccc2ncc(Br)cc2c1, CN(C)CCN(C)C, Cl, I[Cu]I, [I-], N, [Na+], C1COCCO1. Product: Oc1ccc2ncc(I)cc2c1. Reaction SMILES: [Br:1][c:2]1[cH:3][n:4][c:5]2[cH:6][cH:7][c:8]([OH:12])[cH:9][c:10]2[cH:11]1.[CH3:15][N:16]([CH3:17])[CH2:18][CH2:19][N:20]([CH3:21])[CH3:22].[ClH:24].[Cu:31]([I:32])[I:33].[I-:14].[NH3:23].[Na+:13].[O:25]1[CH2:26][CH2:27][O:28][CH2:29][CH2:30]1>>[c:2]1([I:14])[cH:3][n:4][c:5]2[cH:6][cH:7][c:8]([OH:12])[cH:9][c:10]2[cH:11]1.